Task: describe an organic reaction: reactants, conditions, products, and yield. Dataset: the Open Reaction Database (ORD), a public repository of structured organic reaction records The reactants are OC1=CC=C(C=C1C1=C(C=C(C=C1)C(F)(F)F)CN1C(O[C@@H]([C@@H]1C)C1=CC=CC=C1)=O)CC(=O)O ([6-hydroxy-2′-((4S,5R)-4-methyl-2-oxo-5-phenyl-oxazolidin-3-ylmethyl)-4′-trifluoromethyl-biphenyl-3-yl]-acetic acid), C([O-])([O-])=O.[Cs+].[Cs+] (cesium carbonate), CC#N (MeCN), ICC (iodoethane). Yields the product C(C)OC(CC=1C=C(C(=CC1)OCC)C1=C(C=C(C=C1)C(F)(F)F)CN1C(O[C@@H]([C@@H]1C)C1=CC=CC=C1)=O)=O ([6-Ethoxy-2′-((4S,5R)-4-methyl-2-oxo-5-phenyl-oxazolidin-3-ylmethyl)-4′-trifluoromethyl-biphenyl-3-yl]-acetic acid ethyl ester). RXN SMILES: [OH:1][C:2]1[C:7]([C:8]2[CH:13]=[CH:12][C:11]([C:14]([F:17])([F:16])[F:15])=[CH:10][C:9]=2[CH2:18][N:19]2[C@@H:23]([CH3:24])[C@@H:22]([C:25]3[CH:30]=[CH:29][CH:28]=[CH:27][CH:26]=3)[O:21][C:20]2=[O:31])=[CH:6][C:5]([CH2:32][C:33]([OH:35])=[O:34])=[CH:4][CH:3]=1.C(=O)([O-])[O-].[Cs+].[Cs+].I[CH2:43][CH3:44].[CH3:45][C:46]#N>>[CH2:45]([O:34][C:33](=[O:35])[CH2:32][C:5]1[CH:6]=[C:7]([C:8]2[CH:13]=[CH:12][C:11]([C:14]([F:15])([F:16])[F:17])=[CH:10][C:9]=2[CH2:18][N:19]2[C@@H:23]([CH3:24])[C@@H:22]([C:25]3[CH:30]=[CH:29][CH:28]=[CH:27][CH:26]=3)[O:21][C:20]2=[O:31])[C:2]([O:1][CH2:43][CH3:44])=[CH:3][CH:4]=1)[CH3:46] |f:1.2.3|. Reported procedure: To a suspension of [6-hydroxy-2′-((4S,5R)-4-methyl-2-oxo-5-phenyl-oxazolidin-3-ylmethyl)-4′-trifluoromethyl-biphenyl-3-yl]-acetic acid (0.085 g, 0.18 mmol) and cesium carbonate (0.171 g, 0.53 mmol) in MeCN was added iodoethane (0.03 mL, 0.35 mmol), and the reaction was stirred at room temperature. The mixture was partitioned between EtOAc and H2O, and the aqueous layer was separated and extracted with EtOAc. The combined organic layers were dried over MgSO4, filtered, and concentrated to give th... The reactants are CCOC(C)=O, CCCCCC, CC(C)CC=Cc1c(C(C)C)nc(C(C)C)c(CO)c1-c1ccc(F)cc1. Product: CC(C)CCCc1c(C(C)C)nc(C(C)C)c(CO)c1-c1ccc(F)cc1. Reaction SMILES: [C:34]([O:35][CH2:36][CH3:37])(=[O:38])[CH3:39].[CH3:28][CH2:29][CH2:30][CH2:31][CH2:32][CH3:33].[CH:1]([CH3:2])([CH3:3])[c:4]1[n:5][c:6]([CH:25]([CH3:26])[CH3:27])[c:7]([CH:19]=[CH:20][CH2:21][CH:22]([CH3:23])[CH3:24])[c:8](-[c:12]2[cH:13][cH:14][c:15]([F:18])[cH:16][cH:17]2)[c:9]1[CH2:10][OH:11]>>[CH:1]([CH3:2])([CH3:3])[c:4]1[n:5][c:6]([CH:25]([CH3:26])[CH3:27])[c:7]([CH2:19][CH2:20][CH2:21][CH:22]([CH3:23])[CH3:24])[c:8](-[c:12]2[cH:13][cH:14][c:15]([F:18])[cH:16][cH:17]2)[c:9]1[CH2:10][OH:11]. Reactants: Cl (hydrochloric acid), C(C1=CC=CC=C1)OC(=O)NCCC[C@H](NC(=O)C=1N(C2=CC=CC=C2C1)C)C(=O)OC (methyl N5-[(benzyloxy)carbonyl]-N2-[(1-methyl-1H-indol-2-yl)carbonyl]-L-ornithinate), C1CCOC1 (THF), [OH-].[Na+] (sodium hydroxide). Run in CO (methanol). Conditions: time 3 hour. Product: C(C1=CC=CC=C1)OC(=O)NCCC[C@H](NC(=O)C=1N(C2=CC=CC=C2C1)C)C(=O)O (N5-[(benzyloxy)carbonyl]-N2-[(1-methyl -1H-indol-2-yl)carbonyl]-L-ornithine). The yield is 90.8%. Reaction SMILES: [CH2:1]([O:8][C:9]([NH:11][CH2:12][CH2:13][CH2:14][C@@H:15]([C:29]([O:31]C)=[O:30])[NH:16][C:17]([C:19]1[N:20]([CH3:28])[C:21]2[C:26]([CH:27]=1)=[CH:25][CH:24]=[CH:23][CH:22]=2)=[O:18])=[O:10])[C:2]1[CH:7]=[CH:6][CH:5]=[CH:4][CH:3]=1.C1COCC1.[OH-].[Na+].Cl>CO>[CH2:1]([O:8][C:9]([NH:11][CH2:12][CH2:13][CH2:14][C@@H:15]([C:29]([OH:31])=[O:30])[NH:16][C:17]([C:19]1[N:20]([CH3:28])[C:21]2[C:26]([CH:27]=1)=[CH:25][CH:24]=[CH:23][CH:22]=2)=[O:18])=[O:10])[C:2]1[CH:7]=[CH:6][CH:5]=[CH:4][CH:3]=1 |f:2.3|. Procedure details: To a mixture of methyl N5-[(benzyloxy)carbonyl]-N2-[(1-methyl-1H-indol-2-yl)carbonyl]-L-ornithinate (13.2 g), THF (65 ml), and methanol (65 ml) was added a 1 M aqueous sodium hydroxide solution (60 ml) under ice-cooling, followed by stirring at room temperature for 3 hours. To the reaction mixture was added 1 M hydrochloric acid (60 ml) under ice-cooling, and the solvent was removed by evaporation under reduced pressure. The residue was stirred at room temperature for 14 hours, and the solid pre... The reactants are C(C1=CC=CC=C1)OC1=C(C(=O)OCC2=CC=CC=C2)C(=C(C(=N1)C=1C=C2C=CN(C2=CC1)C)O)OCC1=CC=CC=C1 (benzyl 2,4-bis(benzyloxy)-5-hydroxy-6-(1-methyl-1H-indol-5-yl)nicotinate), [H-].[Na+] (NaH), IC (iodomethane). Solvent: CN(C)C=O (DMF). Conditions: time 15 minute. Yields the product C(C1=CC=CC=C1)OC1=C(C(=O)OCC2=CC=CC=C2)C(=C(C(=N1)C=1C=C2C=CN(C2=CC1)C)OC)OCC1=CC=CC=C1 (benzyl 2,4-bis(benzyloxy)-5-methoxy-6-(1-methyl-1H-indol-5-yl)nicotinate). The yield is 89.2%. As a reaction SMILES: [CH2:1]([O:8][C:9]1[N:24]=[C:23]([C:25]2[CH:26]=[C:27]3[C:31](=[CH:32][CH:33]=2)[N:30]([CH3:34])[CH:29]=[CH:28]3)[C:22]([OH:35])=[C:21]([O:36][CH2:37][C:38]2[CH:43]=[CH:42][CH:41]=[CH:40][CH:39]=2)[C:10]=1[C:11]([O:13][CH2:14][C:15]1[CH:20]=[CH:19][CH:18]=[CH:17][CH:16]=1)=[O:12])[C:2]1[CH:7]=[CH:6][CH:5]=[CH:4][CH:3]=1.[H-].[Na+].I[CH3:47]>CN(C=O)C>[CH2:1]([O:8][C:9]1[N:24]=[C:23]([C:25]2[CH:26]=[C:27]3[C:31](=[CH:32][CH:33]=2)[N:30]([CH3:34])[CH:29]=[CH:28]3)[C:22]([O:35][CH3:47])=[C:21]([O:36][CH2:37][C:38]2[CH:43]=[CH:42][CH:41]=[CH:40][CH:39]=2)[C:10]=1[C:11]([O:13][CH2:14][C:15]1[CH:16]=[CH:17][CH:18]=[CH:19][CH:20]=1)=[O:12])[C:2]1[CH:7]=[CH:6][CH:5]=[CH:4][CH:3]=1 |f:1.2|. Reported procedure: Into a solution of benzyl 2,4-bis(benzyloxy)-5-hydroxy-6-(1-methyl-1H-indol-5-yl)nicotinate (80 mg, 0.14 mmol) in DMF (0.3 mL) was added 60% NaH (7.3 mg, 0.18 mmol). After 15 min, iodomethane (13 μL, 0.20 mmol) was added. The mixture was stirred at room temperature for another 30 min and then loaded directly onto a silica column and chromatographed to give benzyl 2,4-bis(benzyloxy)-5-methoxy-6-(1-methyl-1H-indol-5-yl)nicotinate (73 mg, 89%).